describe an organic reaction: reactants, conditions, products, and yield From a dataset of the Open Reaction Database (ORD), a public repository of structured organic reaction records. The product is ClC1=CC=C(C=C1)C(C1=CC=C(C=C1)SC)=C1C(OCC1)=O (3-[1-(4-chlorophenyl)-1-(4-methylthiophenyl)methylidene]dihydrofuran-2-one). Starting materials: FC(C(=O)OC(C(F)(F)F)=O)(F)F (trifluoroacetic anhydride), FC(C(=O)O)(F)F (trifluoroacetic acid), ClC1=CC=C(C=C1)C(C1=CC=C(C=C1)SC)(O)C1C(OCC1)=O (3-[1-(4-chlorophenyl)-1-hydroxy-1-(4-methylthiophenyl)methyl]dihydrofuran-2-one). Yield: 92.0%. Procedure: 5.2 g of trifluoroacetic anhydride and 3.8 ml of trifluoroacetic acid are added to a solution of 8.6 g of 3-[1-(4-chlorophenyl)-1-hydroxy-1-(4-methylthiophenyl)methyl]dihydrofuran-2-one, prepared in Example 6, in 100 ml of dichloromethane. The mixture is stirred at room temperature for 4 hours and then diluted with water and decanted. The organic phase is dried over magnesium sulphate and evaporated under vacuum to give 7.5 g of 3-[1-(4-chlorophenyl)-1-(4-methylthiophenyl)methylidene]dihydrofura... Run at time 4 hour. Solvent: ClCCl (dichloromethane), O (water). As a reaction SMILES: FC(F)(F)C(OC(=O)C(F)(F)F)=O.FC(F)(F)C(O)=O.[Cl:21][C:22]1[CH:27]=[CH:26][C:25]([C:28]([CH:38]2[CH2:42][CH2:41][O:40][C:39]2=[O:43])(O)[C:29]2[CH:34]=[CH:33][C:32]([S:35][CH3:36])=[CH:31][CH:30]=2)=[CH:24][CH:23]=1>ClCCl.O>[Cl:21][C:22]1[CH:27]=[CH:26][C:25]([C:28](=[C:38]2[CH2:42][CH2:41][O:40][C:39]2=[O:43])[C:29]2[CH:34]=[CH:33][C:32]([S:35][CH3:36])=[CH:31][CH:30]=2)=[CH:24][CH:23]=1. RXN SMILES: [CH3:16][c:17]1[cH:18][cH:19][cH:20][cH:21][cH:22]1.[Cl:1][c:2]1[c:3]([CH:8]([OH:9])[c:10]2[cH:11][n:12][cH:13][cH:14][cH:15]2)[n:4][cH:5][cH:6][n:7]1.[O:23]=[Mn:24]=[O:25]>>[Cl:1][c:2]1[c:3]([C:8](=[O:9])[c:10]2[cH:11][n:12][cH:13][cH:14][cH:15]2)[n:4][cH:5][cH:6][n:7]1. The reactants are Cc1ccccc1, OC(c1cccnc1)c1nccnc1Cl, O=[Mn]=O. Yields the product O=C(c1cccnc1)c1nccnc1Cl. The reactants are CS(C)=O, Cl, Fc1cc(C(F)(F)F)cnc1F, [K+], [OH-], Oc1ccc(O)cc1. Yields the product Oc1ccc(Oc2ncc(C(F)(F)F)cc2F)cc1. RXN SMILES: [CH3:24][S:25]([CH3:26])=[O:27].[ClH:23].[F:11][c:12]1[n:13][cH:14][c:15]([C:19]([F:20])([F:21])[F:22])[cH:16][c:17]1[F:18].[K+:10].[OH-:9].[OH:1][c:2]1[cH:3][cH:4][c:5]([OH:6])[cH:7][cH:8]1>>[O:1]([c:2]1[cH:3][cH:4][c:5]([OH:6])[cH:7][cH:8]1)[c:12]1[n:13][cH:14][c:15]([C:19]([F:20])([F:21])[F:22])[cH:16][c:17]1[F:18]. The reactants are COC(=O)Cc1ccc2ncsc2c1, [Li]CCCC, CN(C)P(=O)(N(C)C)N(C)C, CI, CC(C)NC(C)C, [Cl-], [NH4+], C1CCOC1. The product is COC(=O)C(C)c1ccc2ncsc2c1. As a reaction SMILES: [CH3:13][O:14][C:15]([CH2:16][c:17]1[cH:18][c:19]2[c:20]([n:21][cH:22][s:23]2)[cH:24][cH:25]1)=[O:26].[CH3:1][CH2:2][CH2:3][CH2:4][Li:5].[CH3:27][N:28]([P:29]([N:30]([CH3:31])[CH3:32])([N:33]([CH3:34])[CH3:35])=[O:36])[CH3:37].[CH3:38][I:39].[CH:6]([NH:7][CH:8]([CH3:9])[CH3:10])([CH3:11])[CH3:12].[Cl-:45].[NH4+:46].[O:40]1[CH2:41][CH2:42][CH2:43][CH2:44]1>>[CH3:1][CH:16]([C:15]([O:14][CH3:13])=[O:26])[c:17]1[cH:18][c:19]2[c:20]([n:21][cH:22][s:23]2)[cH:24][cH:25]1. Reactants: [BH4-], N#CCNC(=O)C1CCCCC1C(=O)O, CN1CCOCC1, CO, CC(C)COC(=O)Cl, [Na+]. Yields the product N#CCNC(=O)C1CCCCC1CO. As a reaction SMILES: [BH4-:31].[C:1](#[N:2])[CH2:3][NH:4][C:5](=[O:6])[CH:7]1[CH:8]([C:13](=[O:14])[OH:15])[CH2:9][CH2:10][CH2:11][CH2:12]1.[CH3:16][N:17]1[CH2:18][CH2:19][O:20][CH2:21][CH2:22]1.[CH3:33][OH:34].[Cl:23][C:24]([O:25][CH2:26][CH:27]([CH3:28])[CH3:29])=[O:30].[Na+:32]>>[C:1](#[N:2])[CH2:3][NH:4][C:5](=[O:6])[CH:7]1[CH:8]([CH2:13][OH:14])[CH2:9][CH2:10][CH2:11][CH2:12]1. Starting materials: COC(=O)C(Cc1ccccc1)NC(=O)NC1CCN(Cc2ccccc2)CC1, CC[O-], CCO, [Na+]. Product: O=C1NC(Cc2ccccc2)C(=O)N1C1CCN(Cc2ccccc2)CC1. As a reaction SMILES: [CH2:5]([c:6]1[cH:7][cH:8][cH:9][cH:10][cH:11]1)[N:12]1[CH2:13][CH2:14][CH:15]([NH:18][C:19](=[O:20])[NH:21][CH:22]([CH2:23][c:24]2[cH:25][cH:26][cH:27][cH:28][cH:29]2)[C:30](=[O:31])[O:32][CH3:33])[CH2:16][CH2:17]1.[CH3:2][CH2:3][O-:4].[CH3:34][CH2:35][OH:36].[Na+:1]>>[CH2:5]([c:6]1[cH:7][cH:8][cH:9][cH:10][cH:11]1)[N:12]1[CH2:13][CH2:14][CH:15]([N:18]2[C:19](=[O:20])[NH:21][CH:22]([CH2:23][c:24]3[cH:25][cH:26][cH:27][cH:28][cH:29]3)[C:30]2=[O:31])[CH2:16][CH2:17]1. Reactants: O.O.O.O.O.O.N1CCNCC1 (piperazine hexahydrate), CC1(OCC2OC2CO1)C (4,4-dimethyl-3,5,8-trioxabicyclo[5.1.0]octane). Run in C(C)#N (acetonitrile). Product: OC1C(COC(OC1)(C)C)N1CCNCC1 (1-(6-hydroxy-2,2-dimethyl-1,3-dioxepan-5-yl)-piperazine). Yield: 20.4%. RXN SMILES: [CH3:1][C:2]1([CH3:10])[O:9][CH2:8][CH:7]2[CH:5]([O:6]2)[CH2:4][O:3]1.O.O.O.O.O.O.[NH:17]1[CH2:22][CH2:21][NH:20][CH2:19][CH2:18]1>C(#N)C>[OH:6][CH:5]1[CH2:4][O:3][C:2]([CH3:1])([CH3:10])[O:9][CH2:8][CH:7]1[N:17]1[CH2:22][CH2:21][NH:20][CH2:19][CH2:18]1 |f:1.2.3.4.5.6.7|. Reported procedure: 14.4 g (0.1 mol) of 4,4-dimethyl-3,5,8-trioxabicyclo[5.1.0]octane (J. Org. Chem. 41, 2469 [1976]) are heated under reflux in 100 ml of acetonitrile with 20 g (0.1 mol) of piperazine hexahydrate for 8 hours and the 1,4-bis-(6-hydroxy-2,2-dimethyl-1,3-dioxepan-5-yl)-piperazine precipitated [melting point: 235°-237° (from isopropanol)] is filtered off with suction. The mother liquor is concentrated and the residue is purified by chromatography on 200 g of silica gel with methylene chloride/methanol... Reactants: C(C)(=O)O (acetic acid), C(C1=CC=CC=C1)OC[C@H](NC(=O)OC(C)(C)C)C(=O)O ((O-benzyl) Boc Serine), [N+](=[N-])=C (diazomethane), CC1=CC=C(C=C1)S(=O)(=O)N(C)N=O (Diazald), AL-180. Solvent: CCOCC (ether), CCOCC (ether). Reaction conditions: time 30 minute. Yields the product COC([C@@H](NC(=O)OC(C)(C)C)COCC1=CC=CC=C1)=O ((O-Benzyl) Boc Serine methyl ester). RXN SMILES: [CH2:1]([O:8][CH2:9][C@@H:10]([C:19]([OH:21])=[O:20])[NH:11][C:12]([O:14][C:15]([CH3:18])([CH3:17])[CH3:16])=[O:13])[C:2]1[CH:7]=[CH:6][CH:5]=[CH:4][CH:3]=1.[N+](=[CH2:24])=[N-].CC1C=CC(S(N(N=O)C)(=O)=O)=CC=1.C(O)(=O)C>CCOCC>[CH3:24][O:20][C:19](=[O:21])[C@H:10]([CH2:9][O:8][CH2:1][C:2]1[CH:3]=[CH:4][CH:5]=[CH:6][CH:7]=1)[NH:11][C:12]([O:14][C:15]([CH3:17])([CH3:18])[CH3:16])=[O:13]. Procedure details: (O-benzyl) Boc Serine 2.00 g (6.8 mmoles) was dissolved in 50 ml of ether. To this solution was added an ether solution containing freshly prepared diazomethane prepared from 5 g of Diazald using the procedure from Aldrich Technical Bulletin number AL-180. After stirring the solution for 30 minutes, glacial acetic acid was added dropwise until the solution became clear. The resulting solution was concentrated in vacuo to yield 2.00 g, 95% as a clear oil. 1H: (CDCl3); 7.3 (d, 5H), 5.5 (bs, 1H), 4... The reactants are CC1(CC(NC2=CC=C(C=C12)C(=O)OCC)C1=C(C=CC=C1)[N+](=O)[O-])C (ethyl 4,4-dimethyl-2-(2-nitrophenyl)-1,2,3,4-tetrahydroquinoline-6-carboxylate), [Cl-].[NH4+] (ammonium chloride). The reagents and catalysts are [Fe] (iron). Run in C(C)O (ethanol). Run at temperature 90 celsius, time 3 hour. The product is NC1=C(C=CC=C1)C1NC2=CC=C(C=C2C(C1)(C)C)C(=O)OCC (ethyl 2-(2-aminophenyl)-4,4-dimethyl-1,2,3,4-tetrahydroquinoline-6-carboxylate). Isolated yield 45.4%. Reaction SMILES: [CH3:1][C:2]1([CH3:26])[C:11]2[C:6](=[CH:7][CH:8]=[C:9]([C:12]([O:14][CH2:15][CH3:16])=[O:13])[CH:10]=2)[NH:5][CH:4]([C:17]2[CH:22]=[CH:21][CH:20]=[CH:19][C:18]=2[N+:23]([O-])=O)[CH2:3]1.[Cl-].[NH4+]>C(O)C.[Fe]>[NH2:23][C:18]1[CH:19]=[CH:20][CH:21]=[CH:22][C:17]=1[CH:4]1[CH2:3][C:2]([CH3:1])([CH3:26])[C:11]2[C:6](=[CH:7][CH:8]=[C:9]([C:12]([O:14][CH2:15][CH3:16])=[O:13])[CH:10]=2)[NH:5]1 |f:1.2|. Procedure: To a stirred suspension of ethyl 4,4-dimethyl-2-(2-nitrophenyl)-1,2,3,4-tetrahydroquinoline-6-carboxylate (13.0 g, 36.7 mmol) in ethanol was added iron powder (8.2 g, 146.7 mmol) and saturated aqueous ammonium chloride sat room temperature, the reaction mixture was stirred at 90° C. for 3 h. The insoluble solid was filtered off and filtrated was concentrated in vacuum and the residue was extracted with ethyl acetate, dried over anhydrous sodium sulfate and concentrated in vacuum. The residue was...